Dataset: the Open Reaction Database (ORD), a public repository of structured organic reaction records. Task: describe an organic reaction: reactants, conditions, products, and yield The reactants are BrC=1C=CC2=C(NCCCC2)C1 (8-bromo-2,3,4,5-tetrahydro-1H-benzo[b]azepine), C(C)(=O)O (acetic acid), C=O (formaldehyde), C(#N)[BH3-].[Na+] (sodium cyanoborohydride), C(O)([O-])=O.[Na+] (sodium hydrogen carbonate). The solvent is CO (MeOH), CO (MeOH). Run at time 30 minute. Yields the product BrC=1C=CC2=C(N(CCCC2)C)C1 (8-bromo-1-methyl-2,3,4,5-tetrahydro-1H-benzo[b]azepine). Yield: 85.1%. As a reaction SMILES: [Br:1][C:2]1[CH:3]=[CH:4][C:5]2[CH2:11][CH2:10][CH2:9][CH2:8][NH:7][C:6]=2[CH:12]=1.[C:13](O)(=O)C.C=O.C([BH3-])#N.[Na+].C(=O)([O-])O.[Na+]>CO>[Br:1][C:2]1[CH:3]=[CH:4][C:5]2[CH2:11][CH2:10][CH2:9][CH2:8][N:7]([CH3:13])[C:6]=2[CH:12]=1 |f:3.4,5.6|. Procedure details: To a solution of 8-bromo-2,3,4,5-tetrahydro-1H-benzo[b]azepine (D50) (395 mg, 1.747 mmol) in 25 mL of MeOH and acetic acid (1 mL, 17.47 mmol) was added formaldehyde (37% aq solution) (0.780 mL, 10.48 mmol) and the reaction mixture stirred for 30 minutes followed by the addition of a solution of sodium cyanoborohydride (878 mg, 13.98 mmol) in MeOH (10 mL). The reaction mixture was stirred at RT for 1 hour, then basified by the slow addition of sodium hydrogen carbonate aqueous solution (ca. 50 mL... Starting materials: starting material, COC=1C=C2C(=CC=NC2=CC1OC)O (6,7-dimethoxy-quinoline-4-ol), O=P(Cl)(Cl)Cl (POCl3), P(=O)(Cl)(Cl)Cl (phosphorus oxychloride). Solvent: C(C)#N (acetonitrile). Run at temperature 65 celsius. Yields the product ClC1=CC=NC2=CC(=C(C=C12)OC)OC (4-Chloro-6,7-dimethoxy-quinoline). Isolated yield 73.4%. As a reaction SMILES: [CH3:1][O:2][C:3]1[CH:4]=[C:5]2[C:10](=[CH:11][C:12]=1[O:13][CH3:14])[N:9]=[CH:8][CH:7]=[C:6]2O.P(Cl)(Cl)([Cl:18])=O>C(#N)C>[Cl:18][C:6]1[C:5]2[C:10](=[CH:11][C:12]([O:13][CH3:14])=[C:3]([O:2][CH3:1])[CH:4]=2)[N:9]=[CH:8][CH:7]=1. Reported procedure: A reactor was charged sequentially with 6,7-dimethoxy-quinoline-4-ol (1 L, 10.0 kg) and acetonitrile (64.0 L). The resulting mixture was heated to approximately 65° C. and phosphorus oxychloride (POCl3, 50.0 kg) was added. After the addition of POCl3, the temperature of the reaction mixture was raised to approximately 80° C. The reaction was deemed complete (approximately 9.0 hours) when <2% of the starting material remained (in process high-performance liquid chromatography [HPLC] analysis). Th... Reactants: COC(=O)c1ccc(C#Cc2ccc3c(c2)C(C)(C)CC(C)(C)O3)cc1F, CO, [Na+], [OH-]. Product: CC1(C)CC(C)(C)c2cc(C#Cc3ccc(C(=O)O)c(F)c3)ccc2O1. As a reaction SMILES: [CH3:1][O:2][C:3]([c:4]1[c:5]([F:26])[cH:6][c:7]([C:10]#[C:11][c:12]2[cH:13][c:14]3[c:19]([cH:20][cH:21]2)[O:18][C:17]([CH3:22])([CH3:23])[CH2:16][C:15]3([CH3:24])[CH3:25])[cH:8][cH:9]1)=[O:27].[CH3:30][OH:31].[Na+:29].[OH-:28]>>[O:2]=[C:3]([c:4]1[c:5]([F:26])[cH:6][c:7]([C:10]#[C:11][c:12]2[cH:13][c:14]3[c:19]([cH:20][cH:21]2)[O:18][C:17]([CH3:22])([CH3:23])[CH2:16][C:15]3([CH3:24])[CH3:25])[cH:8][cH:9]1)[OH:27]. Reactants: [N-]=[N+]=[N-].[Na+] (Sodium azide), FC1CN(CCC1OS(=O)(=O)C)C(=O)OC(C)(C)C (tert-butyl 3-fluoro-4-((methylsulfonyl)oxy)piperidine-1-carboxylate), 2.5. The solvent is CN(C)C=O (DMF), O (water), C(Cl)Cl (methylene chloride). Reaction conditions: temperature 100 celsius. Product: N(=[N+]=[N-])C1C(CN(CC1)C(=O)OC(C)(C)C)F (tert-butyl 4-azido-3-fluoropiperidine-1-carboxylate), 2.6. The yield is 96.0%. Reaction SMILES: [N-:1]=[N+:2]=[N-:3].[Na+].[F:5][CH:6]1[CH:11](OS(C)(=O)=O)[CH2:10][CH2:9][N:8]([C:17]([O:19][C:20]([CH3:23])([CH3:22])[CH3:21])=[O:18])[CH2:7]1>CN(C=O)C.O.C(Cl)Cl>[N:1]([CH:11]1[CH2:10][CH2:9][N:8]([C:17]([O:19][C:20]([CH3:22])([CH3:21])[CH3:23])=[O:18])[CH2:7][CH:6]1[F:5])=[N+:2]=[N-:3] |f:0.1|. Procedure: Sodium azide (68.2 g, 1.050 mol) was added to a solution of tert-butyl 3-fluoro-4-((methylsulfonyl)oxy)piperidine-1-carboxylate, 2.5 (78 g, 0.262 mol) in DMF (620 mL). The reaction mixture was heated at 100° C. for overnight. The mixture was cooled and diluted with 500 mL) water and methylene chloride (500 mL). After separation, the organic layer was washed with brine, dried over Na2SO4, filtered and concentrated in vacuum to provide the desired product tert-butyl 4-azido-3-fluoropiperidine-1-ca... The reactants are COC(=O)c1c(CC(C)C)nc2ccc(Br)cc2c1-c1ccccc1, CC(C)C[Al+]CC(C)C, Cc1ccccc1, [H-], [Na+], [Na+], O=S(=O)([O-])[O-], O. Yields the product CC(C)Cc1nc2ccc(Br)cc2c(-c2ccccc2)c1CO. As a reaction SMILES: [Br:1][c:2]1[cH:3][c:4]2[c:5](-[c:20]3[cH:21][cH:22][cH:23][cH:24][cH:25]3)[c:6]([C:16](=[O:17])[O:18][CH3:19])[c:7]([CH2:12][CH:13]([CH3:14])[CH3:15])[n:8][c:9]2[cH:10][cH:11]1.[CH2:27]([Al+:28][CH2:29][CH:30]([CH3:31])[CH3:32])[CH:33]([CH3:34])[CH3:35].[CH3:43][c:44]1[cH:45][cH:46][cH:47][cH:48][cH:49]1.[H-:26].[Na+:36].[Na+:37].[O-:38][S:39](=[O:40])(=[O:41])[O-:42].[OH2:50]>>[Br:1][c:2]1[cH:3][c:4]2[c:5](-[c:20]3[cH:21][cH:22][cH:23][cH:24][cH:25]3)[c:6]([CH2:16][OH:17])[c:7]([CH2:12][CH:13]([CH3:14])[CH3:15])[n:8][c:9]2[cH:10][cH:11]1. Starting materials: CC(Cc1cc(F)cc2ccoc12)NC(=O)OC(C)(C)C, O=C1CCC(=O)N1Cl. Yields the product CC(Cc1cc(F)cc2cc(Cl)oc12)NC(=O)OC(C)(C)C. RXN SMILES: [C:1]([CH3:2])([CH3:3])([CH3:4])[O:5][C:6](=[O:7])[NH:8][CH:9]([CH2:10][c:11]1[cH:12][c:13]([F:20])[cH:14][c:15]2[cH:16][cH:17][o:18][c:19]12)[CH3:21].[Cl:22][N:23]1[C:24](=[O:25])[CH2:26][CH2:27][C:28]1=[O:29]>>[C:1]([CH3:2])([CH3:3])([CH3:4])[O:5][C:6](=[O:7])[NH:8][CH:9]([CH2:10][c:11]1[cH:12][c:13]([F:20])[cH:14][c:15]2[cH:16][c:17]([Cl:22])[o:18][c:19]12)[CH3:21]. Reactants: OCCC1=CC2=C(C(OC2)=O)C=C1 (5-(2-hydroxyethyl)-2-benzofuran-1(3H)-one), ice water, C1CC(=O)N(C1=O)I (NIS). Run in S(=O)(=O)(C(F)(F)F)O (TfOH). Reaction conditions: temperature 0 celsius, time 2 hour. Yields the product OCCC1=CC2=C(C(OC2)=O)C=C1I (5-(2-hydroxyethyl)-6-iodo-2-benzofuran-1(3H)-one), OCCC1=C(C2=C(C(OC2)=O)C=C1)I (5-(2-hydroxyethyl)-4-iodo-2-benzofuran-1(3H)-one). RXN SMILES: [OH:1][CH2:2][CH2:3][C:4]1[CH:13]=[CH:12][C:7]2[C:8](=[O:11])[O:9][CH2:10][C:6]=2[CH:5]=1.C1C(=O)N([I:21])C(=O)C1>S(O)(C(F)(F)F)(=O)=O>[OH:1][CH2:2][CH2:3][C:4]1[C:13]([I:21])=[CH:12][C:7]2[C:8](=[O:11])[O:9][CH2:10][C:6]=2[CH:5]=1.[OH:1][CH2:2][CH2:3][C:4]1[CH:13]=[CH:12][C:7]2[C:8](=[O:11])[O:9][CH2:10][C:6]=2[C:5]=1[I:21]. Reported procedure: To a cooled (0° C.) solution of 5-(2-hydroxyethyl)-2-benzofuran-1(3H)-one (9.00 g, 50.6 mmol) in 100 mL of TfOH was added NIS (12.5 g, 55.6 mmol), then the mixture was stirred at 0° C. for 2 hrs and then poured into ice-water (500 mL). The solution was extracted three times with 500 mL of EtOAc and the combined organic layers were washed with saturated NaHCO3 and brine, dried over anhydrous sodium sulfate, filtered and concentrated. The residue was purified by column chromatography (EtOAc Petrol...